From a dataset of the Open Reaction Database (ORD), a public repository of structured organic reaction records. describe an organic reaction: reactants, conditions, products, and yield Starting materials: [Cl-].[NH4+] (ammonium chloride), BrC=1C=C(C=CC1)Cl (3-bromochlorobenzene), NCCCCN (tetramethylenediamine), solution, C(CCC)[Li] (n-butyllithium), ClC(C(=O)OCC)(F)F (ethyl chlorodifluoroacetate). The solvent is CCOCC (ether), CCCCCC (hexane), CCOCC (ether), CCOCC (ether). Conditions: time 1 hour. The product is ClC(C(=O)C1=CC(=CC=C1)Cl)(F)F (2,3'-Dichloro-2,2-difluoroacetophenone). Isolated yield 50.0%. As a reaction SMILES: Br[C:2]1[CH:3]=[C:4]([Cl:8])[CH:5]=[CH:6][CH:7]=1.NCCCCN.C([Li])CCC.[Cl:20][C:21]([F:28])([F:27])[C:22](OCC)=[O:23].[Cl-].[NH4+]>CCOCC.CCCCCC>[Cl:20][C:21]([F:28])([F:27])[C:22]([C:2]1[CH:7]=[CH:6][CH:5]=[C:4]([Cl:8])[CH:3]=1)=[O:23] |f:4.5|. Procedure details: A solution of 25 g of 3-bromochlorobenzene in 100 ml ether was added to a solution of 15.1 g of tetramethylenediamine, 52.4 ml of a 2.5M solution of n-butyllithium in hexane and 75 ml ether at -78° C. under nitrogen. After 1 hour, a solution of 31.0 g of ethyl chlorodifluoroacetate in 150 ml ether was added. After warming to room temperature, the reaction was poured into excess ammonium chloride solution and extracted with ether. The extracts were dried (Na2SO4) and evaporated. The residue was d... Reactants: FC(C(=O)O)(F)F (trifluoroacetic acid), CSCC=1C=CC=C2C=CNC12 (7-[(Methylsulfanyl)methyl]-1H-indole), C1(CC1)C(C)(O)C1=CC=C(C=C1)C (1-Cyclopropyl-1-(4-methylphenyl)ethanol). Solvent: ClCCl (dichloromethane). Run at time 8 hour. Yields the product C1(CC1)C(C)(C1=CC=C(C=C1)C)C1=CNC2=C(C=CC=C12)CSC (3-[1-Cyclopropyl-1-(4-methylphenyl)ethyl]-7-[(methylsulfanyl)methyl]-1H-indole). As a reaction SMILES: FC(F)(F)C(O)=O.[CH3:8][S:9][CH2:10][C:11]1[CH:12]=[CH:13][CH:14]=[C:15]2[C:19]=1[NH:18][CH:17]=[CH:16]2.[CH:20]1([C:23]([C:26]2[CH:31]=[CH:30][C:29]([CH3:32])=[CH:28][CH:27]=2)(O)[CH3:24])[CH2:22][CH2:21]1>ClCCl>[CH:20]1([C:23]([C:16]2[C:15]3[C:19](=[C:11]([CH2:10][S:9][CH3:8])[CH:12]=[CH:13][CH:14]=3)[NH:18][CH:17]=2)([C:26]2[CH:31]=[CH:30][C:29]([CH3:32])=[CH:28][CH:27]=2)[CH3:24])[CH2:22][CH2:21]1. Procedure details: 0.23 ml (3.00 mmol) of trifluoroacetic acid was added to 885 mg (4.99 mmol) of the compound from Example 8A and 440 mg (2.50 mmol) of the compound from Example 137A in 44 ml of dichloromethane, and the mixture was stirred at RT overnight. The reaction mixture was concentrated in a rotary evaporator. The residue was purified by preparative HPLC (RP18 column; mobile phase: acetonitrile/water gradient with addition of 0.1% formic acid) to result in 87.4 mg (10% of theory) of the title compound as m...